This data is from the Open Reaction Database (ORD), a public repository of structured organic reaction records. The task is: describe an organic reaction: reactants, conditions, products, and yield Reactants: β-hydroxyester, C(CCC)[Li] (butyl lithium), β-acetoxyester, N12CCCCCC2=NCCC1 (1,8-diazabicyclo[5.4.0]undec-7-ene), mixture, CN(C)C1=NC=CC=C1 (dimethylaminopyridine), C(C)(=O)OC(C)=O (acetic anhydride), C(CCC)C=1N(C(=C(N1)CO[Si](C)(C)C(C)(C)C)C=O)CC1=C(C=CC=C1)Cl (2-n-butyl-1-(2-chlorophenyl)methyl-4-(t-butyldimethylsilyloxy)methyl-1H-imidazol-5-carboxaldehyde), C(C)(C)NC(C)C (diisopropylamine), C(CC)(=O)OC (Methyl propanoate). The solvent is CCCCCC (hexane), C(C)(=O)OCC (ethyl acetate), O1CCCC1 (tetrahydrofuran), C1(=CC=CC=C1)C (toluene), C(Cl)Cl (methylene dichloride), O1CCCC1 (tetrahydrofuran), O (water). Conditions: temperature -78 celsius, time 30 minute. Product: C(CCC)C=1N(C(=C(N1)CO[Si](C)(C)C(C)(C)C)/C=C/C(=O)OC)CC1=C(C=CC=C1)Cl (methyl (E) 3-[2-n-butyl-1-{(2-chlorophenyl)methyl}-4-(t-butyldimethylsilyloxy)methyl-1H-imidazol-5-yl]-2-propenoate). RXN SMILES: C([Li])CCC.C(NC(C)C)(C)C.[C:13]([O:17][CH3:18])(=[O:16])[CH2:14][CH3:15].[CH2:19]([C:23]1[N:24]([CH2:39][C:40]2[CH:45]=[CH:44][CH:43]=[CH:42][C:41]=2[Cl:46])[C:25](C=O)=[C:26]([CH2:28][O:29][Si:30]([C:33]([CH3:36])([CH3:35])[CH3:34])([CH3:32])[CH3:31])[N:27]=1)[CH2:20][CH2:21][CH3:22].CN(C1C=CC=CN=1)C.C(OC(=O)C)(=O)C.N12CCCN=C1CCCCC2>O1CCCC1.C(Cl)Cl.C1(C)C=CC=CC=1.CCCCCC.C(OCC)(=O)C.O>[CH2:19]([C:23]1[N:24]([CH2:39][C:40]2[CH:45]=[CH:44][CH:43]=[CH:42][C:41]=2[Cl:46])[C:25](/[CH:15]=[CH:14]/[C:13]([O:17][CH3:18])=[O:16])=[C:26]([CH2:28][O:29][Si:30]([C:33]([CH3:35])([CH3:36])[CH3:34])([CH3:31])[CH3:32])[N:27]=1)[CH2:20][CH2:21][CH3:22]. Procedure: To tetrahydrofuran (80 mL) is added n butyl lithium (15.5 mmol in hexane) and at -78° C. under argon is then added diisopropylamine (2.4 mL, 17.1 mmol). Methyl propanoate (15.3 mmol) is added neat over 5-6 minutes, and the mixture was stirred an additional 30 minutes at -78° C. A solution of 2-n-butyl-1-(2-chlorophenyl)methyl-4-(t-butyldimethylsilyloxy)methyl-1H-imidazol-5-carboxaldehyde (10.2 mmol) in tetrahydrofuran (10 mL) is added via a cannula, and the reaction mixture is stirred for 15 min...